From a dataset of the Open Reaction Database (ORD), a public repository of structured organic reaction records. describe an organic reaction: reactants, conditions, products, and yield Procedure: In a steel autoclave, 243 grams (1 mole) of N-decyl-4-hydroxybutyramide at a temperature of 130° C. was admixed with 44 grams (1 mole) of oxirane which was added to the autoclave as a compressed gas. The reaction mixture was stirred and autogenous pressure caused a drop in pressure during the reaction. After the reaction was complete in a period of about 2 hours, 281 grams of product were obtained. The product was then cooled to room temperature whereupon a light solid having a melting point of ... Run at time 2 hour. As a reaction SMILES: [CH2:1]([NH:11][C:12](=[O:17])[CH2:13][CH2:14][CH2:15][OH:16])[CH2:2][CH2:3][CH2:4][CH2:5][CH2:6][CH2:7][CH2:8][CH2:9][CH3:10].[O:18]1[CH2:20][CH2:19]1>>[CH2:1]([NH:11][C:12](=[O:17])[CH2:13][CH2:14][CH2:15][O:16][CH2:20][CH2:19][OH:18])[CH2:2][CH2:3][CH2:4][CH2:5][CH2:6][CH2:7][CH2:8][CH2:9][CH3:10]. Yields the product C(CCCCCCCCC)NC(CCCOCCO)=O (N-DECYL-4-(2-HYDROXYETHOXY) BUTYRAMIDE). Starting materials: steel, C(CCCCCCCCC)NC(CCCO)=O (N-decyl-4-hydroxybutyramide), O1CC1 (oxirane). Yield: 97.8%. The reactants are BrC1=NC=C(C=C1)O (2-bromo-5-hydroxypyridine), C(=O)(OC(C)(C)C)N1CCC(CC1)CO (N-Boc-4-piperidinemethanol), C1=CC=C(C=C1)P(C2=CC=CC=C2)C3=CC=CC=C3 (Ph3P), N(=NC(=O)OC(C)C)C(=O)OC(C)C (diisopropyl azodicarboxylate). Run in C1CCOC1 (THF), C1CCOC1 (THF). The product is BrC1=CC=C(C=N1)OCC1CCN(CC1)C(=O)OC(C)(C)C (1,1-Dimethylethyl 4-{[(6-bromo-3-pyridinyl)oxy]methyl}-1-piperidinecarboxylate). Yield: 82.6%. Reaction SMILES: [Br:1][C:2]1[CH:7]=[CH:6][C:5]([OH:8])=[CH:4][N:3]=1.[C:9]([N:16]1[CH2:21][CH2:20][CH:19]([CH2:22]O)[CH2:18][CH2:17]1)([O:11][C:12]([CH3:15])([CH3:14])[CH3:13])=[O:10].C1C=CC(P(C2C=CC=CC=2)C2C=CC=CC=2)=CC=1.N(C(OC(C)C)=O)=NC(OC(C)C)=O>C1COCC1>[Br:1][C:2]1[N:3]=[CH:4][C:5]([O:8][CH2:22][CH:19]2[CH2:20][CH2:21][N:16]([C:9]([O:11][C:12]([CH3:13])([CH3:15])[CH3:14])=[O:10])[CH2:17][CH2:18]2)=[CH:6][CH:7]=1. Reported procedure: 1,1-Dimethylethyl 4-{[(6-bromo-3-pyridinyl)oxy]methyl}-1-piperidinecarboxylate (0.88 g, 83%) was prepared as a light yellow solid from 2-bromo-5-hydroxypyridine (0.50 g, 2.87 mmol), N-Boc-4-piperidinemethanol (0.64 g, 2.87 mmol) and Ph3P (0.77 g, 2.87 mmol) in THF (15 mL) followed by diisopropyl azodicarboxylate (0.62 g, 94%, 2.87 mmol) in THF (5 mL) in a manner similar to Example 1, Step 2. The material was purified by chromatography on a silica gel column eluted with 5 to 20% EtOAc/hexanes. 1H... The reactants are BrC1=C2CC(CC2=C(C(=C1OC)OC)OC)CCCCCCC1CC2=C(C(=C(C(=C2C1)Br)OC)OC)OC (1,6-bis(4-bromo-5,6,7-trimethoxyindan-2-yl)hexane), copper bromide(I), C(C)(=O)OCC (ethyl acetate), C[O-].[Na+] (sodium methoxide), Cl (hydrochloric acid). Run in O (Water). The product is COC1=C2CC(CC2=C(C(=C1OC)OC)OC)CCCCCCC1CC2=C(C(=C(C(=C2C1)OC)OC)OC)OC (1,6-Bis(4,5,6,7-tetramethoxyindan-2-yl)hexane). As a reaction SMILES: Br[C:2]1[C:10]([O:11][CH3:12])=[C:9]([O:13][CH3:14])[C:8]([O:15][CH3:16])=[C:7]2[C:3]=1[CH2:4][CH:5]([CH2:17][CH2:18][CH2:19][CH2:20][CH2:21][CH2:22][CH:23]1[CH2:31][C:30]3[C:25](=[C:26]([O:37][CH3:38])[C:27]([O:35][CH3:36])=[C:28]([O:33][CH3:34])[C:29]=3Br)[CH2:24]1)[CH2:6]2.[C:39](OCC)(=[O:41])C.[CH3:45][O-:46].[Na+].Cl>O>[CH3:39][O:41][C:2]1[C:10]([O:11][CH3:12])=[C:9]([O:13][CH3:14])[C:8]([O:15][CH3:16])=[C:7]2[C:3]=1[CH2:4][CH:5]([CH2:17][CH2:18][CH2:19][CH2:20][CH2:21][CH2:22][CH:23]1[CH2:31][C:30]3[C:25](=[C:26]([O:37][CH3:38])[C:27]([O:35][CH3:36])=[C:28]([O:33][CH3:34])[C:29]=3[O:46][CH3:45])[CH2:24]1)[CH2:6]2 |f:2.3|. Procedure details: A solution of 1,6-bis(4-bromo-5,6,7-trimethoxyindan-2-yl)hexane (2.10 g), copper bromide(I) (230 mg), ethyl acetate (0.625 ml), and sodium methoxide (28% methanol solution; 100 ml) was heated under reflux for 12 hr. Water was added to the reaction mixture, which was made acidic with concentrated hydrochloric acid and extracted with ethyl acetate. The organic layer was washed with water, saturated aqueous sodium chloride, and dried. The solvent was removed in vacuo. The residue was purified by al... Reactants: CCCCc1nc2ccc(OCCCl)cc2c(=O)n1Cc1ccc(-c2ccccc2-c2nnnn2COC)cc1, CC(=O)[O-], [I-], [Na+], [Na+], CN(C)C=O. Yields the product CCCCc1nc2ccc(OCCOC(C)=O)cc2c(=O)n1Cc1ccc(-c2ccccc2-c2nnnn2COC)cc1. As a reaction SMILES: [CH2:1]([CH2:2][CH2:3][CH3:4])[c:5]1[n:6][c:7]2[cH:8][cH:9][c:10]([O:37][CH2:38][CH2:39][Cl:40])[cH:11][c:12]2[c:13](=[O:36])[n:14]1[CH2:15][c:16]1[cH:17][cH:18][c:19](-[c:22]2[c:23](-[c:28]3[n:29][n:30][n:31][n:32]3[CH2:33][O:34][CH3:35])[cH:24][cH:25][cH:26][cH:27]2)[cH:20][cH:21]1.[CH3:44][C:45]([O-:46])=[O:47].[I-:42].[Na+:41].[Na+:43].[O:48]=[CH:49][N:50]([CH3:51])[CH3:52]>>[CH2:1]([CH2:2][CH2:3][CH3:4])[c:5]1[n:6][c:7]2[cH:8][cH:9][c:10]([O:37][CH2:38][CH2:39][O:46][C:45]([CH3:44])=[O:47])[cH:11][c:12]2[c:13](=[O:36])[n:14]1[CH2:15][c:16]1[cH:17][cH:18][c:19](-[c:22]2[c:23](-[c:28]3[n:29][n:30][n:31][n:32]3[CH2:33][O:34][CH3:35])[cH:24][cH:25][cH:26][cH:27]2)[cH:20][cH:21]1. Reactants: CO, CCOC(=O)C1=C(c2ccc(Cl)cc2)CCN(C(=O)OC(C)(C)C)C1, Cl, [Mg]. Product: CCOC(=O)C1CN(C(=O)OC(C)(C)C)CCC1c1ccc(Cl)cc1. Reaction SMILES: [CH3:28][OH:29].[Cl:2][c:3]1[cH:4][cH:5][c:6]([C:9]2=[C:10]([C:22](=[O:23])[O:24][CH2:25][CH3:26])[CH2:11][N:12]([C:15](=[O:16])[O:17][C:18]([CH3:19])([CH3:20])[CH3:21])[CH2:13][CH2:14]2)[cH:7][cH:8]1.[ClH:27].[Mg:1]>>[Cl:2][c:3]1[cH:4][cH:5][c:6]([CH:9]2[CH:10]([C:22](=[O:23])[O:24][CH2:25][CH3:26])[CH2:11][N:12]([C:15](=[O:16])[O:17][C:18]([CH3:19])([CH3:20])[CH3:21])[CH2:13][CH2:14]2)[cH:7][cH:8]1.